From a dataset of the Open Reaction Database (ORD), a public repository of structured organic reaction records. describe an organic reaction: reactants, conditions, products, and yield Starting materials: ClC1=NC(=NC(=C1)C(F)(F)F)C1=NC=CN=C1 (4-chloro-2-(2-pyrazinyl)-6-(trifluoromethyl)pyrimidine), COC=1C=C(N)C=CC1OC (3,4-dimethoxyaniline). Product: COC=1C=C(NC2=NC(=NC(=C2)C(F)(F)F)C2=NC=CN=C2)C=CC1OC (4-(3,4-Dimethoxyanilino)-2-(2-pyrazinyl)-6-(trifluoromethyl)pyrimidine), solid. Isolated yield 72.0%. RXN SMILES: Cl[C:2]1[CH:7]=[C:6]([C:8]([F:11])([F:10])[F:9])[N:5]=[C:4]([C:12]2[CH:17]=[N:16][CH:15]=[CH:14][N:13]=2)[N:3]=1.[CH3:18][O:19][C:20]1[CH:21]=[C:22]([CH:24]=[CH:25][C:26]=1[O:27][CH3:28])[NH2:23]>>[CH3:18][O:19][C:20]1[CH:21]=[C:22]([CH:24]=[CH:25][C:26]=1[O:27][CH3:28])[NH:23][C:2]1[CH:7]=[C:6]([C:8]([F:11])([F:10])[F:9])[N:5]=[C:4]([C:12]2[CH:17]=[N:16][CH:15]=[CH:14][N:13]=2)[N:3]=1. Procedure: The title compound was prepared from a mixture of 4-chloro-2-(2-pyrazinyl)-6-(trifluoromethyl)pyrimidine (50 mg, 0.192 mmol), 3,4-dimethoxyaniline (44 mg, 0.288 mmol) similar to Example 76 and isolated as a yellow solid (52 mg, 72%). 1H NMR (CDCl3): 9.74 (d, J=1.2 Hz, 1H), 8.78 (dd, J=1.2, 2.4 Hz, 1H), 8.72 (d, J=2.4 Hz, 1H), 7.36 (s, 1H), 6.96–6.90 (m, 3H), 6.88 (s, 1H), 3.94 (s, 3H), 3.91 (s, 3H).